From a dataset of the Open Reaction Database (ORD), a public repository of structured organic reaction records. describe an organic reaction: reactants, conditions, products, and yield Reactants: Cc1ccc(OC(C)C)cn1, CCOC(C)=O, ClCCl, [Na+], [Na+], O=C(OO)c1cccc(Cl)c1, O=S([O-])S(=O)(=O)[O-]. Yields the product Cc1ccc(OC(C)C)c[n+]1[O-]. RXN SMILES: [CH3:1][CH:2]([CH3:3])[O:4][c:5]1[cH:6][cH:7][c:8]([CH3:11])[n:9][cH:10]1.[CH3:23][CH2:24][O:25][C:26](=[O:27])[CH3:28].[Cl:38][CH2:39][Cl:40].[Na+:36].[Na+:37].[OH:12][O:13][C:14]([c:15]1[cH:16][c:17]([Cl:18])[cH:19][cH:20][cH:21]1)=[O:22].[S:29]([S:30]([O-:31])=[O:32])([O-:33])(=[O:34])=[O:35]>>[CH3:1][CH:2]([CH3:3])[O:4][c:5]1[cH:6][cH:7][c:8]([CH3:11])[n+:9]([O-:12])[cH:10]1. Starting materials: IC1=C(C=C(C=C1C)C1=NC(=NC=C1)OC)C (4-(4-iodo-3,5-dimethylphenyl)-2-methoxypyrimidine), FC=1C=CC(=C2CC[C@H](C12)OC1=CC2=C([C@@H](CO2)CC(=O)OC)C=C1)B1OC(C(O1)(C)C)(C)C (methyl 2-((S)-6-((R)-7-fluoro-4-(4,4,5,5-tetramethyl-1,3,2-dioxaborolan-2-yl)-2,3-dihydro-1H-inden-1-yloxy)-2,3-dihydrobenzofuran-3-yl)acetate), BrC1=C2CC[C@H](C2=C(C=C1)F)OC1=CC2=C([C@@H](CO2)CC(=O)OC)C=C1 (Methyl 2-((S)-6-((R)-4-bromo-7-fluoro-2,3-dihydro-1H-inden-1-yloxy)-2,3-dihydrobenzofuran-3-yl)acetate). Yields the product FC=1C=CC(=C2CC[C@H](C12)OC1=CC2=C([C@@H](CO2)CC(=O)OC)C=C1)C1=C(C=C(C=C1C)C1=NC(=NC=C1)OC)C (Methyl 2-((S)-6-((R)-7-fluoro-4-(4-(2-methoxypyrimidin-4-yl)-2,6-dimethylphenyl)-2,3-dihydro-1H-inden-1-yloxy)-2,3-dihydrobenzofuran-3-yl)acetate). Reaction SMILES: I[C:2]1[C:7]([CH3:8])=[CH:6][C:5]([C:9]2[CH:14]=[CH:13][N:12]=[C:11]([O:15][CH3:16])[N:10]=2)=[CH:4][C:3]=1[CH3:17].[F:18][C:19]1[CH:20]=[CH:21][C:22](B2OC(C)(C)C(C)(C)O2)=[C:23]2[C:27]=1[C@H:26]([O:28][C:29]1[CH:42]=[CH:41][C:32]3[C@H:33]([CH2:36][C:37]([O:39][CH3:40])=[O:38])[CH2:34][O:35][C:31]=3[CH:30]=1)[CH2:25][CH2:24]2.BrC1C=CC(F)=C2C=1CC[C@H]2OC1C=CC2[C@H](CC(OC)=O)COC=2C=1>>[F:18][C:19]1[CH:20]=[CH:21][C:22]([C:2]2[C:7]([CH3:8])=[CH:6][C:5]([C:9]3[CH:14]=[CH:13][N:12]=[C:11]([O:15][CH3:16])[N:10]=3)=[CH:4][C:3]=2[CH3:17])=[C:23]2[C:27]=1[C@H:26]([O:28][C:29]1[CH:42]=[CH:41][C:32]3[C@H:33]([CH2:36][C:37]([O:39][CH3:40])=[O:38])[CH2:34][O:35][C:31]=3[CH:30]=1)[CH2:25][CH2:24]2. Procedure details: The title compound is prepared from 4-(4-iodo-3,5-dimethylphenyl)-2-methoxypyrimidine and methyl 2-((S)-6-((R)-7-fluoro-4-(4,4,5,5-tetramethyl-1,3,2-dioxaborolan-2-yl)-2,3-dihydro-1H-inden-1-yloxy)-2,3-dihydrobenzofuran-3-yl)acetate following a procedure analogous to that described in Step 5 of Intermediate 1. LC (method 8): tR=0.82 min; Mass spectrum (ESI+): m/z=555 [M+H]+. The reactants are CC(C)(C)OC(=O)N1CCC(Oc2ccc(C(N)=O)cn2)CC1, Cl, C1CCOC1. Product: Cl, NC(=O)c1ccc(OC2CCNCC2)nc1. RXN SMILES: [C:1]([O:2][C:3](=[O:4])[N:8]1[CH2:9][CH2:10][CH:11]([O:14][c:15]2[n:16][cH:17][c:18]([C:21]([NH2:22])=[O:23])[cH:19][cH:20]2)[CH2:12][CH2:13]1)([CH3:5])([CH3:6])[CH3:7].[ClH:24].[O:25]1[CH2:26][CH2:27][CH2:28][CH2:29]1>>[ClH:24].[NH:8]1[CH2:9][CH2:10][CH:11]([O:14][c:15]2[n:16][cH:17][c:18]([C:21]([NH2:22])=[O:23])[cH:19][cH:20]2)[CH2:12][CH2:13]1. Starting materials: S(=O)(Cl)Cl (thionyl chloride), OCC1=NC=CC(=C1C)OCCOCC1=NC=CC=C1 (2-hydroxymethyl-3-methyl-4-(2-pyridylmethoxyethoxy)pyridine), C(O)([O-])=O.[Na+] (sodium hydrogencarbonate). Run in C(Cl)(Cl)Cl (chloroform). Conditions: temperature 0 celsius, time 2 hour. Yields the product ClCC1=NC=CC(=C1C)OCCOCC1=NC=CC=C1 (2-chloromethyl-3-methyl-4-(2-pyridylmethoxyethoxy)pyridine). The yield is 95.6%. RXN SMILES: S(Cl)([Cl:3])=O.O[CH2:6][C:7]1[C:12]([CH3:13])=[C:11]([O:14][CH2:15][CH2:16][O:17][CH2:18][C:19]2[CH:24]=[CH:23][CH:22]=[CH:21][N:20]=2)[CH:10]=[CH:9][N:8]=1.C(=O)([O-])O.[Na+]>C(Cl)(Cl)Cl>[Cl:3][CH2:6][C:7]1[C:12]([CH3:13])=[C:11]([O:14][CH2:15][CH2:16][O:17][CH2:18][C:19]2[CH:24]=[CH:23][CH:22]=[CH:21][N:20]=2)[CH:10]=[CH:9][N:8]=1 |f:2.3|. Procedure: 0.71 g (6 mmol) of thionyl chloride was added to a solution of 0.40 g (1.5 mmol) of 2-hydroxymethyl-3-methyl-4-(2-pyridylmethoxyethoxy)pyridine in 10 ml of chloroform under cooling with ice to obtain a mixture. This mixture was stirred at 0° C. for 2 hours. After the completion of the reaction, the mixture was neutralized with a saturated aqueous solution of sodium hydrogencarbonate and extracted with 50 ml of chloroform four times. The extract was dried over magnesium sulfate and filtered. The ... Reactants: CC1=C(CNC=2C3=CC=CC=C3N=C3CCCC(C23)=O)C=CC=C1 (3,4-Dihydro-9-(2-methylbenzylamino)acridin-1(2H)-one), ice water, [H-].[Li+] (lithium hydride). The solvent is C1CCOC1 (THF), C1CCOC1 (THF). Conditions: time 30 minute. Yields the product CC1=C(CNC=2C3=CC=CC=C3N=C3CCCC(C23)O)C=CC=C1 (9-(2-Methylbenzylamino)-1,2,3,4-tetrahydroacridin-1-ol). Reaction SMILES: [CH3:1][C:2]1[CH:24]=[CH:23][CH:22]=[CH:21][C:3]=1[CH2:4][NH:5][C:6]1[C:7]2[C:12]([N:13]=[C:14]3[C:19]=1[C:18](=[O:20])[CH2:17][CH2:16][CH2:15]3)=[CH:11][CH:10]=[CH:9][CH:8]=2.[H-].[Li+]>C1COCC1>[CH3:1][C:2]1[CH:24]=[CH:23][CH:22]=[CH:21][C:3]=1[CH2:4][NH:5][C:6]1[C:7]2[C:12]([N:13]=[C:14]3[C:19]=1[CH:18]([OH:20])[CH2:17][CH2:16][CH2:15]3)=[CH:11][CH:10]=[CH:9][CH:8]=2 |f:1.2|. Procedure details: 3,4-Dihydro-9-(2-methylbenzylamino)acridin-1(2H)-one (4.15 g) was suspended in 100 ml of THF and chilled with ice-water. 1M lithium hydride in THF (8.0 ml) was added dropwise through a syringe and then the reactionh mixture was stirred 30 minutes in the cold. It was quenched by the sequential addition of 0.5 ml of water, 0.5 ml of 15% sodium hydroxide and 1.5 ml of water. The inorganic salts were filtered and the organic phase was evaporated to obtain an amorphous solid product. Recrystallizatio... The reactants are C(C)O (ethanol), [Na] (sodium), ClC1=CC=C(C=C1)O (p-chlorophenol), C(#N)CCNC(C(C)(C)Br)=O (N-cyanoethyl α -bromo-isobutyramide). Run in C1(=CC=CC=C1)C (toluene). Product: C(#N)CCNC(C(C)(C)OC1=CC=C(C=C1)Cl)=O (N-cyanoethyl p-chlorophenoxy isobutyramide). As a reaction SMILES: C(O)C.[Na].[Cl:5][C:6]1[CH:11]=[CH:10][C:9]([OH:12])=[CH:8][CH:7]=1.[C:13]([CH2:15][CH2:16][NH:17][C:18](=[O:23])[C:19](Br)([CH3:21])[CH3:20])#[N:14]>C1(C)C=CC=CC=1>[C:13]([CH2:15][CH2:16][NH:17][C:18](=[O:23])[C:19]([O:12][C:9]1[CH:10]=[CH:11][C:6]([Cl:5])=[CH:7][CH:8]=1)([CH3:21])[CH3:20])#[N:14] |^1:3|. Procedure details: Into a 25 liter reactor fitted with cooling and stirring means there were poured 3 liters of ethanol, 60 g of sodium and 250 g of p-chlorophenol (1.944 mol). After stirring for 1 hour there were added 3 liters of toluene and the ethanol/toluene azeotrope was removed by distillation; 2 more liters of toluene were added and also 425 g of N-cyanoethyl α -bromo-isobutyramide, (1.944 mol). Reaction conditions: temperature 0 celsius, time 2 hour. The product is NC1=C2N(C(NC2=NC(=N1)C1=NN(C2=NC=CC=C21)CC2=C(C=CC=C2)F)=O)CC(F)(F)F (6-Amino-2-[1-(2-fluorobenzyl)-1H-pyrazolo[3,4-b]pyridin-3-yl]-7-(2,2,2-trifluoroethyl)-7,9-dihydro-8H-purin-8-one). Reaction SMILES: [NH2:1][C:2]1[C:7]([N:8]([CH2:13][C:14]([F:17])([F:16])[F:15])[C:9](=O)[O:10]C)=[C:6]([NH2:18])[N:5]=[C:4]([C:19]2[C:27]3[C:22](=[N:23][CH:24]=[CH:25][CH:26]=3)[N:21]([CH2:28][C:29]3[CH:34]=[CH:33][CH:32]=[CH:31][C:30]=3[F:35])[N:20]=2)[N:3]=1>O1CCCC1>[NH2:1][C:2]1[N:3]=[C:4]([C:19]2[C:27]3[C:22](=[N:23][CH:24]=[CH:25][CH:26]=3)[N:21]([CH2:28][C:29]3[CH:34]=[CH:33][CH:32]=[CH:31][C:30]=3[F:35])[N:20]=2)[N:5]=[C:6]2[C:7]=1[N:8]([CH2:13][C:14]([F:15])([F:16])[F:17])[C:9](=[O:10])[NH:18]2. Yield: 65.7%. The reactants are solution, bis(trimethylsilyl)sodium amide, NC1=NC(=NC(=C1N(C(OC)=O)CC(F)(F)F)N)C1=NN(C2=NC=CC=C21)CC2=C(C=CC=C2)F (Methyl {4,6-diamino-2-[1-(2-fluorobenzyl)-1H-pyrazolo[3,4-b]pyridin-3-yl]pyrimidin-5-yl}(2,2,2-trifluoroethyl)carbamate). Solvent: O1CCCC1 (tetrahydrofuran), O1CCCC1 (tetrahydrofuran). Reported procedure: Under an argon atmosphere, 2.100 g (4.282 mmol) of the compound from example 15A were dissolved in 235 ml of tetrahydrofuran and cooled to 0° C., and 10.705 ml (10.705 mmol) of a 1N solution of bis(trimethylsilyl)sodium amide in tetrahydrofuran were added dropwise. The mixture was stirred at 0° C. for 2 h and then at RT for 16 h. The tetrahydrofuran was partly concentrated in an argon stream and the precipitate was filtered off. 1.290 g of the title compound were obtained (66% of theory).